describe an organic reaction: reactants, conditions, products, and yield From a dataset of the Open Reaction Database (ORD), a public repository of structured organic reaction records. Reactants: ClCCl, CC(=O)OC(C)=O, Cl, O=C(Nc1cc(-c2ccccc2)ccc1C(=O)O)c1cc(OC2CCNCC2)ccc1O, c1ccncc1. Yields the product CC(=O)N1CCC(Oc2ccc(O)c(C(=O)Nc3cc(-c4ccccc4)ccc3C(=O)O)c2)CC1. RXN SMILES: [CH2:8]([Cl:9])[Cl:10].[CH3:1][C:2](=[O:3])[O:4][C:5](=[O:6])[CH3:7].[ClH:11].[OH:12][c:13]1[c:14]([C:15](=[O:16])[NH:17][c:18]2[c:19]([C:20](=[O:21])[OH:22])[cH:23][cH:24][c:25](-[c:27]3[cH:28][cH:29][cH:30][cH:31][cH:32]3)[cH:26]2)[cH:33][c:34]([O:37][CH:38]2[CH2:39][CH2:40][NH:41][CH2:42][CH2:43]2)[cH:35][cH:36]1.[cH:44]1[cH:45][cH:46][n:47][cH:48][cH:49]1>>[CH3:1][C:2](=[O:3])[N:41]1[CH2:40][CH2:39][CH:38]([O:37][c:34]2[cH:33][c:14]([C:15](=[O:16])[NH:17][c:18]3[c:19]([C:20](=[O:21])[OH:22])[cH:23][cH:24][c:25](-[c:27]4[cH:28][cH:29][cH:30][cH:31][cH:32]4)[cH:26]3)[c:13]([OH:12])[cH:36][cH:35]2)[CH2:43][CH2:42]1.